Dataset: the Open Reaction Database (ORD), a public repository of structured organic reaction records. Task: describe an organic reaction: reactants, conditions, products, and yield The reactants are ClC1=C(C(=NC=N1)NCCN1CCC(CC1)NC1=NC2=C(N1CC1=CC=C(C=C1)F)C=CC=C2)N (6-chloro-N4 -[2-[4-[[1-[(4-fluorophenyl)methyl]-1H-benzimidazol-2-yl]amino]-1-piperidinyl]ethyl]-4,5-pyrimidinediamine), NC(=O)N (urea). Solvent: O (water). Yields the product ClC1=C2NC(N(C2=NC=N1)CCN1CCC(CC1)NC1=NC2=C(N1CC1=CC=C(C=C1)F)C=CC=C2)=O (6-chloro-9-[2-[4-[[1-[(4-fluorophenyl)methyl]-1H-benzimidazol-2-yl]amino]-1-piperidinyl]ethyl]-7,9-dihydro-8H-purin-8-one). Isolated yield 49.9%. As a reaction SMILES: [Cl:1][C:2]1[N:7]=[CH:6][N:5]=[C:4]([NH:8][CH2:9][CH2:10][N:11]2[CH2:16][CH2:15][CH:14]([NH:17][C:18]3[N:22]([CH2:23][C:24]4[CH:29]=[CH:28][C:27]([F:30])=[CH:26][CH:25]=4)[C:21]4[CH:31]=[CH:32][CH:33]=[CH:34][C:20]=4[N:19]=3)[CH2:13][CH2:12]2)[C:3]=1[NH2:35].N[C:37](N)=[O:38]>O>[Cl:1][C:2]1[N:7]=[CH:6][N:5]=[C:4]2[C:3]=1[NH:35][C:37](=[O:38])[N:8]2[CH2:9][CH2:10][N:11]1[CH2:16][CH2:15][CH:14]([NH:17][C:18]2[N:22]([CH2:23][C:24]3[CH:29]=[CH:28][C:27]([F:30])=[CH:26][CH:25]=3)[C:21]3[CH:31]=[CH:32][CH:33]=[CH:34][C:20]=3[N:19]=2)[CH2:13][CH2:12]1. Procedure: 7.5 Parts of 6-chloro-N4 -[2-[4-[[1-[(4-fluorophenyl)methyl]-1H-benzimidazol-2-yl]amino]-1-piperidinyl]ethyl]-4,5-pyrimidinediamine and 3.6 parts of urea were heated together till about 220° C. during 10 minutes. The resulting melt was cooled and suspended in water. The solid was filtered off, washed with water and ethanol and recrystallized from a mixture of N,N-dimethylacetamide, ethanol and water, yielding 3.9 parts (49.9%) of 6-chloro-9-[2-[4-[[1-[(4-fluorophenyl)methyl]-1H-benzimidazol-2-yl... Reactants: ClCCl, CSC, CO, C=CCOCC(NC(=O)C(Cc1ccccc1)N1C(=O)c2ccccc2C1=O)C(=O)O, O, O=[O+][O-]. The product is O=CCOCC(NC(=O)C(Cc1ccccc1)N1C(=O)c2ccccc2C1=O)C(=O)O. Reaction SMILES: [CH2:41]([Cl:42])[Cl:43].[CH3:36][S:37][CH3:38].[CH3:39][OH:40].[O:1]=[C:2]1[N:3]([CH:12]([C:13](=[O:14])[NH:15][CH:16]([CH2:17][O:18][CH2:19][CH:20]=[CH2:21])[C:22](=[O:23])[OH:24])[CH2:25][c:26]2[cH:27][cH:28][cH:29][cH:30][cH:31]2)[C:4](=[O:11])[c:5]2[cH:6][cH:7][cH:8][cH:9][c:10]21.[O:32].[O:33]=[O+:34][O-:35]>>[O:1]=[C:2]1[N:3]([CH:12]([C:13](=[O:14])[NH:15][CH:16]([CH2:17][O:18][CH2:19][CH:20]=[O:33])[C:22](=[O:23])[OH:24])[CH2:25][c:26]2[cH:27][cH:28][cH:29][cH:30][cH:31]2)[C:4](=[O:11])[c:5]2[cH:6][cH:7][cH:8][cH:9][c:10]21.